From a dataset of the Open Reaction Database (ORD), a public repository of structured organic reaction records. describe an organic reaction: reactants, conditions, products, and yield Starting materials: ClCCl, COc1cc(OC)c(C(=O)O)cc1Cl, O=S(Cl)Cl. The product is COc1cc(OC)c(C(=O)Cl)cc1Cl. As a reaction SMILES: [Cl:19][CH2:20][Cl:21].[Cl:1][c:2]1[c:3]([O:13][CH3:14])[cH:4][c:5]([O:11][CH3:12])[c:6]([C:7](=[O:8])[OH:9])[cH:10]1.[S:15]([Cl:16])([Cl:17])=[O:18]>>[Cl:1][c:2]1[c:3]([O:13][CH3:14])[cH:4][c:5]([O:11][CH3:12])[c:6]([C:7](=[O:8])[Cl:17])[cH:10]1. The reactants are O=C(O)C(F)(F)F, Cn1nc(NCC(=O)NC2CNC2)c2cc(C(O)C(F)(F)F)ccc21, O=C1CCC(O)(c2cncs2)CC1. Yields the product Cn1nc(NCC(=O)NC2CN(C3CCC(O)(c4cncs4)CC3)C2)c2cc(C(O)C(F)(F)F)ccc21. Reaction SMILES: [F:26][C:27]([F:28])([F:29])[C:30]([OH:31])=[O:32].[NH:1]1[CH2:2][CH:3]([NH:5][C:6]([CH2:7][NH:8][c:9]2[n:10][n:11]([CH3:24])[c:12]3[cH:13][cH:14][c:15]([CH:18]([C:19]([F:20])([F:21])[F:22])[OH:23])[cH:16][c:17]23)=[O:25])[CH2:4]1.[OH:33][C:34]1([c:41]2[cH:42][n:43][cH:44][s:45]2)[CH2:35][CH2:36][C:37](=[O:40])[CH2:38][CH2:39]1>>[N:1]1([CH:37]2[CH2:36][CH2:35][C:34]([OH:33])([c:41]3[cH:42][n:43][cH:44][s:45]3)[CH2:39][CH2:38]2)[CH2:2][CH:3]([NH:5][C:6]([CH2:7][NH:8][c:9]2[n:10][n:11]([CH3:24])[c:12]3[cH:13][cH:14][c:15]([CH:18]([C:19]([F:20])([F:21])[F:22])[OH:23])[cH:16][c:17]23)=[O:25])[CH2:4]1.